This data is from the Open Reaction Database (ORD), a public repository of structured organic reaction records. The task is: describe an organic reaction: reactants, conditions, products, and yield The reactants are CCN(C(C)C)C(C)C (Hünig's base), C(#N)C=1C=CC(=C(C1)NC1CCN(CC1)C(=O)OC(C)(C)C)O (1,1-dimethylethyl 4-[(5-cyano-2-hydroxyphenyl)amino]-1-piperidinecarboxylate), ClC(Cl)(OC(OC(Cl)(Cl)Cl)=O)Cl (triphosgene). Solvent: ClCCl (dichloromethane). Run at temperature 0 celsius, time 30 minute. The product is C(#N)C=1C=CC2=C(N(C(O2)=C)C2CCN(CC2)C(=O)OC(C)(C)C)C1 (1,1-Dimethylethyl 4-(5-cyano-2-methylidene-1,3-benzoxazol-3(2H)-yl)-1-piperidinecarboxylate). Yield: 116.0%. As a reaction SMILES: [CH3:1][CH2:2]N(C(C)C)C(C)C.[C:10]([C:12]1[CH:13]=[CH:14][C:15]([OH:32])=[C:16]([NH:18][CH:19]2[CH2:24][CH2:23][N:22]([C:25]([O:27][C:28]([CH3:31])([CH3:30])[CH3:29])=[O:26])[CH2:21][CH2:20]2)[CH:17]=1)#[N:11].ClC(Cl)(OC(=O)OC(Cl)(Cl)Cl)Cl>ClCCl>[C:10]([C:12]1[CH:13]=[CH:14][C:15]2[O:32][C:1](=[CH2:2])[N:18]([CH:19]3[CH2:24][CH2:23][N:22]([C:25]([O:27][C:28]([CH3:29])([CH3:31])[CH3:30])=[O:26])[CH2:21][CH2:20]3)[C:16]=2[CH:17]=1)#[N:11]. Procedure details: Hünig's base (1 mL, 5.73 mmol) was added to a solution of 1,1-dimethylethyl 4-[(5-cyano-2-hydroxyphenyl)amino]-1-piperidinecarboxylate (D32, 977 mg, 3.08 mmol) in dichloromethane (20 mL) at rt under argon. The reaction was cooled to 0° C. and triphosgene (373 mg, 1.26 mmol) was added. The reaction was then stirred for 30 min at 0° C. and quenched with saturated aqueous NaHCO3 (20 mL) before being partitioned between dichloromethane and water. The aqueous layer was extracted with dichloromethane ... Yields the product COc1ccc(C2OCCO2)c2c1N(Cc1ccc(-c3ccsc3)nc1)C(=O)CC2. Reaction SMILES: [CH3:125][CH2:126][O:127][C:128](=[O:129])[CH3:130].[CH3:42][O:43][CH2:44][CH2:45][O:46][CH3:47].[Cl:1][c:2]1[cH:3][cH:4][c:5]([CH2:8][N:9]2[C:10](=[O:26])[CH2:11][CH2:12][c:13]3[c:14]([CH:21]4[O:22][CH2:23][CH2:24][O:25]4)[cH:15][cH:16][c:17]([O:19][CH3:20])[c:18]32)[cH:6][n:7]1.[Na+:27].[Na+:28].[O-:29][C:30](=[O:31])[O-:32].[OH2:41].[cH:48]1[cH:49][cH:50][c:51]([P:52]([Pd:53]([P:54]([c:55]2[cH:56][cH:57][cH:58][cH:59][cH:60]2)([c:61]2[cH:62][cH:63][cH:64][cH:65][cH:66]2)[c:67]2[cH:68][cH:69][cH:70][cH:71][cH:72]2)([P:73]([c:74]2[cH:75][cH:76][cH:77][cH:78][cH:79]2)([c:80]2[cH:81][cH:82][cH:83][cH:84][cH:85]2)[c:86]2[cH:87][cH:88][cH:89][cH:90][cH:91]2)[P:92]([c:93]2[cH:94][cH:95][cH:96][cH:97][cH:98]2)([c:99]2[cH:100][cH:101][cH:102][cH:103][cH:104]2)[c:105]2[cH:106][cH:107][cH:108][cH:109][cH:110]2)([c:111]2[cH:112][cH:113][cH:114][cH:115][cH:116]2)[c:117]2[cH:118][cH:119][cH:120][cH:121][cH:122]2)[cH:123][cH:124]1.[s:33]1[cH:34][c:35]([B:38]([OH:39])[OH:40])[cH:36][cH:37]1>>[c:2]1(-[c:35]2[cH:34][s:33][cH:37][cH:36]2)[cH:3][cH:4][c:5]([CH2:8][N:9]2[C:10](=[O:26])[CH2:11][CH2:12][c:13]3[c:14]([CH:21]4[O:22][CH2:23][CH2:24][O:25]4)[cH:15][cH:16][c:17]([O:19][CH3:20])[c:18]32)[cH:6][n:7]1. The reactants are CCOC(C)=O, COCCOC, COc1ccc(C2OCCO2)c2c1N(Cc1ccc(Cl)nc1)C(=O)CC2, [Na+], [Na+], O=C([O-])[O-], O, c1ccc(P(c2ccccc2)(c2ccccc2)[Pd](P(c2ccccc2)(c2ccccc2)c2ccccc2)(P(c2ccccc2)(c2ccccc2)c2ccccc2)P(c2ccccc2)(c2ccccc2)c2ccccc2)cc1, OB(O)c1ccsc1. Product: Cc1nc2c(F)cc(-c3nc(Nc4ccc(CN5CCNCC5)cn4)ncc3F)cc2n1C(C)C. Reaction SMILES: [C:1]([O:2][C:3](=[O:4])[N:8]1[CH2:9][CH2:10][N:11]([CH2:14][c:15]2[cH:16][n:17][c:18]([NH:21][c:22]3[n:23][cH:24][c:25]([F:42])[c:26](-[c:28]4[cH:29][c:30]5[c:31]([n:32][c:33]([CH3:38])[n:34]5[CH:35]([CH3:36])[CH3:37])[c:39]([F:41])[cH:40]4)[n:27]3)[cH:19][cH:20]2)[CH2:12][CH2:13]1)([CH3:5])([CH3:6])[CH3:7].[CH3:47][OH:48].[Cl:44][CH2:45][Cl:46].[ClH:43].[O:49]1[CH2:50][CH2:51][O:52][CH2:53][CH2:54]1>>[NH:8]1[CH2:9][CH2:10][N:11]([CH2:14][c:15]2[cH:16][n:17][c:18]([NH:21][c:22]3[n:23][cH:24][c:25]([F:42])[c:26](-[c:28]4[cH:29][c:30]5[c:31]([n:32][c:33]([CH3:38])[n:34]5[CH:35]([CH3:36])[CH3:37])[c:39]([F:41])[cH:40]4)[n:27]3)[cH:19][cH:20]2)[CH2:12][CH2:13]1. Reactants: Cc1nc2c(F)cc(-c3nc(Nc4ccc(CN5CCN(C(=O)OC(C)(C)C)CC5)cn4)ncc3F)cc2n1C(C)C, CO, ClCCl, Cl, C1COCCO1. The reactants are ClCCl, I, COC(=O)c1c(N=[N+]=[N-])ccnc1C(F)(F)F. Product: COC(=O)c1c(N)ccnc1C(F)(F)F. Reaction SMILES: [Cl:19][CH2:20][Cl:21].[IH:1].[N:2](=[N+:3]=[N-:4])[c:5]1[cH:6][cH:7][n:8][c:9]([C:15]([F:16])([F:17])[F:18])[c:10]1[C:11](=[O:12])[O:13][CH3:14]>>[NH2:2][c:5]1[cH:6][cH:7][n:8][c:9]([C:15]([F:16])([F:17])[F:18])[c:10]1[C:11](=[O:12])[O:13][CH3:14]. Starting materials: BrCCOC=1C=C(C=CC1)C1=NOC2=C1SC=C2 (3-[3-(2-bromo-ethoxy)-phenyl]-thieno[2,3-d]isoxazole), C([O-])([O-])=O.[K+].[K+] (potassium carbonate), C(C1=CC=CC=C1)N (benzylamine). Product: C(C1=CC=CC=C1)NCCOC1=CC(=CC=C1)C1=NOC2=C1SC=C2 (benzyl-[2-(3-thieno[2,3-d]isoxazol-3-yl-phenoxy)-ethyl]-amine). The yield is 81.0%. Reaction SMILES: Br[CH2:2][CH2:3][O:4][C:5]1[CH:6]=[C:7]([C:11]2[C:15]3[S:16][CH:17]=[CH:18][C:14]=3[O:13][N:12]=2)[CH:8]=[CH:9][CH:10]=1.C(=O)([O-])[O-].[K+].[K+].[CH2:25]([NH2:32])[C:26]1[CH:31]=[CH:30][CH:29]=[CH:28][CH:27]=1>>[CH2:25]([NH:32][CH2:2][CH2:3][O:4][C:5]1[CH:10]=[CH:9][CH:8]=[C:7]([C:11]2[C:15]3[S:16][CH:17]=[CH:18][C:14]=3[O:13][N:12]=2)[CH:6]=1)[C:26]1[CH:31]=[CH:30][CH:29]=[CH:28][CH:27]=1 |f:1.2.3|. Reported procedure: The title compound is prepared from 3-[3-(2-bromo-ethoxy)-phenyl]-thieno[2,3-d]isoxazole, potassium carbonate, and benzylamine in two separate reactions using acetonitrile and 90% aqueous acetonitrile, respectively, essentially as described above in example 18 except that the reaction mixtures are filtered through 2 g of silica (ethyl acetate then dichloromethane). Combine and concentrate the appropriate fractions. Purify by column chromatography on silica gel. Elute the column with a step gradi... The reactants are CC(C)(C)O, Fc1ccc(C2CC3CCC2N3)cn1, [K+], [OH-]. Product: Oc1ccc(C2CC3CCC2N3)cn1. RXN SMILES: [CH3:17][C:18]([OH:19])([CH3:20])[CH3:21].[F:1][c:2]1[n:3][cH:4][c:5]([CH:8]2[CH:9]3[CH2:10][CH2:11][CH:12]([CH2:13]2)[NH:14]3)[cH:6][cH:7]1.[K+:16].[OH-:15]>>[c:2]1([OH:15])[n:3][cH:4][c:5]([CH:8]2[CH:9]3[CH2:10][CH2:11][CH:12]([CH2:13]2)[NH:14]3)[cH:6][cH:7]1. The reactants are O=C1OC(F)(C(F)(F)F)C(F)(F)OC1(F)C(F)(F)F, O=[Ca], O=P12OP3(=O)OP(=O)(O1)OP(=O)(O2)O3, O. Product: O=C1OC(O)(C(F)(F)F)C(F)(F)OC1(F)C(F)(F)F. As a reaction SMILES: [F:1][C:2]1([C:16]([F:17])([F:18])[F:19])[C:3](=[O:15])[O:4][C:5]([C:10]([F:11])([F:12])[F:13])([F:14])[C:6]([F:8])([F:9])[O:7]1.[O:20]=[Ca:21].[O:22]=[P:23]12[O:24][P:25]3(=[O:35])[O:26][P:27](=[O:33])([O:28][P:29](=[O:32])([O:30]3)[O:31]1)[O:34]2.[OH2:36]>>[F:1][C:2]1([C:16]([F:17])([F:18])[F:19])[C:3](=[O:15])[O:4][C:5]([C:10]([F:11])([F:12])[F:13])([OH:22])[C:6]([F:8])([F:9])[O:7]1.